This data is from the Open Reaction Database (ORD), a public repository of structured organic reaction records. The task is: describe an organic reaction: reactants, conditions, products, and yield Reactants: [Al+3], CCCCCCCCS, [Cl-], [Cl-], [Cl-], ClCCl, CCOC(=O)C(F)(F)Cc1ccc(OC)cc1, O. Yields the product CCOC(=O)C(F)(F)Cc1ccc(O)cc1. As a reaction SMILES: [Al+3:19].[CH2:22]([SH:23])[CH2:24][CH2:25][CH2:26][CH2:27][CH2:28][CH2:29][CH3:30].[Cl-:18].[Cl-:20].[Cl-:21].[Cl:32][CH2:33][Cl:34].[F:1][C:2]([C:3](=[O:4])[O:5][CH2:6][CH3:7])([CH2:8][c:9]1[cH:10][cH:11][c:12]([O:15][CH3:16])[cH:13][cH:14]1)[F:17].[OH2:31]>>[F:1][C:2]([C:3](=[O:4])[O:5][CH2:6][CH3:7])([CH2:8][c:9]1[cH:10][cH:11][c:12]([OH:15])[cH:13][cH:14]1)[F:17]. The reactants are O=C=Nc1ccc(Cl)c(C(F)(F)F)c1, Nc1ccc(Oc2ccnc(N)c2[N+](=O)[O-])c(Cl)c1. The product is Nc1nccc(Oc2ccc(NC(=O)Nc3ccc(Cl)c(C(F)(F)F)c3)cc2Cl)c1[N+](=O)[O-]. Reaction SMILES: [Cl:20][c:21]1[c:22]([C:30]([F:31])([F:32])[F:33])[cH:23][c:24]([N:27]=[C:28]=[O:29])[cH:25][cH:26]1.[NH2:1][c:2]1[cH:3][c:4]([Cl:19])[c:5]([O:6][c:7]2[c:8]([N+:14](=[O:15])[O-:16])[c:9]([NH2:13])[n:10][cH:11][cH:12]2)[cH:17][cH:18]1>>[NH:1]([c:2]1[cH:3][c:4]([Cl:19])[c:5]([O:6][c:7]2[c:8]([N+:14](=[O:15])[O-:16])[c:9]([NH2:13])[n:10][cH:11][cH:12]2)[cH:17][cH:18]1)[C:28]([NH:27][c:24]1[cH:23][c:22]([C:30]([F:31])([F:32])[F:33])[c:21]([Cl:20])[cH:26][cH:25]1)=[O:29]. Starting materials: OC[C@@H]1CCC(N1)=O ((S)-5-hydroxymethylpyrrolidin-2-one), IC1=CC=C(C=C1)C(=O)N1CCN(CC1)C1=NC(=C(C=C1C)C)C ((4-iodophenyl)[4-(3,5,6-trimethylpyridin-2-yl)piperazin-1-yl]methanone). The product is OC[C@@H]1CCC(N1C1=CC=C(C=C1)C(=O)N1CCN(CC1)C1=NC(=C(C=C1C)C)C)=O ((S)-5-hydroxymethyl-1-{4-[4-(3,5,6-trimethylpyridin-2-yl)piperazine-1-carbonyl]phenyl}pyrrolidin-2-one). Reaction SMILES: [OH:1][CH2:2][C@H:3]1[NH:7][C:6](=[O:8])[CH2:5][CH2:4]1.I[C:10]1[CH:15]=[CH:14][C:13]([C:16]([N:18]2[CH2:23][CH2:22][N:21]([C:24]3[C:29]([CH3:30])=[CH:28][C:27]([CH3:31])=[C:26]([CH3:32])[N:25]=3)[CH2:20][CH2:19]2)=[O:17])=[CH:12][CH:11]=1>>[OH:1][CH2:2][C@H:3]1[N:7]([C:10]2[CH:15]=[CH:14][C:13]([C:16]([N:18]3[CH2:23][CH2:22][N:21]([C:24]4[C:29]([CH3:30])=[CH:28][C:27]([CH3:31])=[C:26]([CH3:32])[N:25]=4)[CH2:20][CH2:19]3)=[O:17])=[CH:12][CH:11]=2)[C:6](=[O:8])[CH2:5][CH2:4]1. Procedure: Using (S)-5-hydroxymethylpyrrolidin-2-one and (4-iodophenyl)[4-(3,5,6-trimethylpyridin-2-yl)piperazin-1-yl]methanone (871 mg) described in Preparation Example 120 and by the reaction and treatment in the same manner as in Example 1, the title compound (348 mg) was obtained.